From a dataset of the Open Reaction Database (ORD), a public repository of structured organic reaction records. describe an organic reaction: reactants, conditions, products, and yield Reactants: ClC/C=C/[C@@H]1CC[C@H](CC1)CCN(S(=O)(=O)C1=CC=C(C=C1)C(F)(F)F)C (trans-N-{2-[4-(3-chloro-(E)-propenyl)-cyclohexyl]-ethyl}-N-methyl-4-trifluoromethyl-benzenesulfonamide), C(C=C)NC (N-allyl-methyl-amine). The solvent is CN(C(C)=O)C (N,N-dimethylacetamide). Yields the product C(C=C)N(C/C=C/[C@@H]1CC[C@H](CC1)CCN(S(=O)(=O)C1=CC=C(C=C1)C(F)(F)F)C)C (trans-N-(2-{4-[3-(allyl-methyl-amino)-(E)-propenyl]-cyclohexyl}-ethyl)-N-methyl-4-trifluoromethyl-benzenesulfonamide). Reaction SMILES: Cl[CH2:2]/[CH:3]=[CH:4]/[C@H:5]1[CH2:10][CH2:9][C@H:8]([CH2:11][CH2:12][N:13]([CH3:27])[S:14]([C:17]2[CH:22]=[CH:21][C:20]([C:23]([F:26])([F:25])[F:24])=[CH:19][CH:18]=2)(=[O:16])=[O:15])[CH2:7][CH2:6]1.[CH2:28]([NH:31][CH3:32])[CH:29]=[CH2:30]>CN(C)C(=O)C>[CH2:28]([N:31]([CH3:32])[CH2:2]/[CH:3]=[CH:4]/[C@H:5]1[CH2:10][CH2:9][C@H:8]([CH2:11][CH2:12][N:13]([CH3:27])[S:14]([C:17]2[CH:22]=[CH:21][C:20]([C:23]([F:26])([F:25])[F:24])=[CH:19][CH:18]=2)(=[O:16])=[O:15])[CH2:7][CH2:6]1)[CH:29]=[CH2:30]. Procedure details: In analogy to the method described in example 12.1, trans-N-{2-[4-(3-chloro-(E)-propenyl)-cyclohexyl]-ethyl}-N-methyl-4-trifluoromethyl-benzenesulfonamide was reacted with N-allyl-methyl-amine in N,N-dimethylacetamide at room temperature to yield trans-N-(2-{4-[3-(allyl-methyl-amino)-(E)-propenyl]-cyclohexyl}-ethyl)-N-methyl-4-trifluoromethyl-benzenesulfonamide as colorless viscous oil, MS: 459 (MH+). The reactants are NC1CCN(Cc2ccccc2)CC1, O=C(O)Cc1cccc(F)c1[N+](=O)[O-], C1CCOC1. Yields the product O=C(Cc1cccc(F)c1[N+](=O)[O-])NC1CCN(Cc2ccccc2)CC1. As a reaction SMILES: [CH2:15]([c:16]1[cH:17][cH:18][cH:19][cH:20][cH:21]1)[N:22]1[CH2:23][CH2:24][CH:25]([NH2:28])[CH2:26][CH2:27]1.[F:1][c:2]1[c:3]([N+:12](=[O:13])[O-:14])[c:4]([CH2:8][C:9](=[O:10])[OH:11])[cH:5][cH:6][cH:7]1.[O:29]1[CH2:30][CH2:31][CH2:32][CH2:33]1>>[F:1][c:2]1[c:3]([N+:12](=[O:13])[O-:14])[c:4]([CH2:8][C:9](=[O:11])[NH:28][CH:25]2[CH2:24][CH2:23][N:22]([CH2:15][c:16]3[cH:17][cH:18][cH:19][cH:20][cH:21]3)[CH2:27][CH2:26]2)[cH:5][cH:6][cH:7]1. Reactants: CCCCC(=O)N(Cc1ccc(-c2ccccc2-c2nnn[nH]2)cc1)C(C(=O)O)C(C)C, CCN(C(C)C)C(C)C, C(=NC1CCCCC1)=NC1CCCCC1, Cl, NCCc1ccc(O)cc1, CN(C)C=O, On1nnc2ccccc21. The product is CCCCC(=O)N(Cc1ccc(-c2ccccc2-c2nnn[nH]2)cc1)C(C(=O)NCCc1ccc(O)cc1)C(C)C. Reaction SMILES: [C:1](=[O:2])([OH:3])[CH:4]([CH:5]([CH3:6])[CH3:7])[N:8]([CH2:9][c:10]1[cH:11][cH:12][c:13](-[c:16]2[c:17](-[c:22]3[n:23][n:24][n:25][nH:26]3)[cH:18][cH:19][cH:20][cH:21]2)[cH:14][cH:15]1)[C:27]([CH2:28][CH2:29][CH2:30][CH3:31])=[O:32].[CH2:44]([N:45]([CH:46]([CH3:47])[CH3:48])[CH:49]([CH3:50])[CH3:51])[CH3:52].[CH:63]1([N:64]=[C:65]=[N:66][CH:67]2[CH2:68][CH2:69][CH2:70][CH2:71][CH2:72]2)[CH2:73][CH2:74][CH2:75][CH2:76][CH2:77]1.[ClH:33].[NH2:34][CH2:35][CH2:36][c:37]1[cH:38][cH:39][c:40]([OH:43])[cH:41][cH:42]1.[O:78]=[CH:79][N:80]([CH3:81])[CH3:82].[OH:53][n:54]1[c:55]2[cH:56][cH:57][cH:58][cH:59][c:60]2[n:61][n:62]1>>[C:1](=[O:2])([CH:4]([CH:5]([CH3:6])[CH3:7])[N:8]([CH2:9][c:10]1[cH:11][cH:12][c:13](-[c:16]2[c:17](-[c:22]3[nH:23][n:24][n:25][n:26]3)[cH:18][cH:19][cH:20][cH:21]2)[cH:14][cH:15]1)[C:27]([CH2:28][CH2:29][CH2:30][CH3:31])=[O:32])[NH:34][CH2:35][CH2:36][c:37]1[cH:38][cH:39][c:40]([OH:43])[cH:41][cH:42]1. Reactants: BrC(C=1NC2=CC=NC(=C2C(C1C(=O)OCC)C1=CC=CC=C1)OC(C)C)Br (Ethyl (±)-2-dibromomethyl-1,4-dihydro-5-isopropoxy-4-phenyl-1,6-naphthyridine-3-carboxylate), C(C)O (ethanol). Reagents/catalysts: [N+](=O)([O-])[O-].[Ag+] (silver nitrate). Solvent: O (water). The product is C(=O)C=1NC2=CC=NC(=C2C(C1C(=O)OCC)C1=CC=CC=C1)OC(C)C (ethyl (±)-2-formyl-1,4-dihydro-5-isopropoxy-4-phenyl-1,6-naphthyridine-3-carboxylate). RXN SMILES: Br[CH:2](Br)[C:3]1[NH:4][C:5]2[C:10]([CH:11]([C:18]3[CH:23]=[CH:22][CH:21]=[CH:20][CH:19]=3)[C:12]=1[C:13]([O:15][CH2:16][CH3:17])=[O:14])=[C:9]([O:24][CH:25]([CH3:27])[CH3:26])[N:8]=[CH:7][CH:6]=2.C([OH:31])C>O.[N+]([O-])([O-])=O.[Ag+]>[CH:2]([C:3]1[NH:4][C:5]2[C:10]([CH:11]([C:18]3[CH:23]=[CH:22][CH:21]=[CH:20][CH:19]=3)[C:12]=1[C:13]([O:15][CH2:16][CH3:17])=[O:14])=[C:9]([O:24][CH:25]([CH3:27])[CH3:26])[N:8]=[CH:7][CH:6]=2)=[O:31] |f:3.4|. Procedure details: A solution of 3.1 g (6.1 mMole) ethyl (±)-2-dibromomethyl-1,4-dihydro-5-isopropoxy-4-phenyl-1,6-naphthyridine-3-carboxylate (Example 4) in 70 ml ethanol is heated to 60° C. and, at this temperature, a solution of 2.1 g (12.4 mMole) silver nitrate in 5 ml water/3 ml ethanol is added dropwise thereto. The reaction mixture is heated under reflux for ten minutes, cooled and the precipitate filtered off, whereafter the filtrate is evaporated. After dilution with dichloromethane, it is washed with wat... The reactants are C1(CC1)C1=C(C(=NO1)C1C2(CC2)CCCC1)C(=O)O (5-cyclopropyl-3-(spiro[2.5]octan-4-yl)isoxazole-4-carboxylic acid), [H-].[H-].[H-].[H-].[Li+].[Al+3] (LiAlH4). Product: C1(CC1)C1=C(C(=NO1)C1C2(CC2)CCCC1)CO ((5-Cyclopropyl-3-(spiro[2.5]octan-4-yl)isoxazol-4-yl)methanol). RXN SMILES: [CH:1]1([C:4]2[O:8][N:7]=[C:6]([CH:9]3[CH2:16][CH2:15][CH2:14][CH2:13][C:10]43[CH2:12][CH2:11]4)[C:5]=2[C:17](O)=[O:18])[CH2:3][CH2:2]1.[H-].[H-].[H-].[H-].[Li+].[Al+3]>>[CH:1]1([C:4]2[O:8][N:7]=[C:6]([CH:9]3[CH2:16][CH2:15][CH2:14][CH2:13][C:10]43[CH2:12][CH2:11]4)[C:5]=2[CH2:17][OH:18])[CH2:3][CH2:2]1 |f:1.2.3.4.5.6|. Procedure details: (5-Cyclopropyl-3-(spiro[2.5]octan-4-yl)isoxazol-4-yl)methanol (I-11L) was prepared by reaction of 5-cyclopropyl-3-(spiro[2.5]octan-4-yl)isoxazole-4-carboxylic acid and LiAlH4 following the same protocol as described for I-6F. MS m/z 248.1 (M+1). Starting materials: CC1=NC(=CC(=C1)C)C (2,4,6-Trimethylpyridine), C(C)(=O)[O-].[Na+] (sodium acetate), [N+](=O)([O-])C1=CC=C(/C=C/C=O)C=C1 (trans-4-nitrocinnamaldehyde). Solvent: C(C)(=O)OC(C)=O (acetic anhydride). Product: CC1=NC(=CC(=C1)C)C=CC=CC1=CC=C(C=C1)[N+](=O)[O-] (2,4-dimethyl-6-[4-(4-nitro-phenyl)-buta-1,3-dienyl]-pyridine). Isolated yield 50.6%. Reaction SMILES: [CH3:1][C:2]1[CH:7]=[C:6]([CH3:8])[CH:5]=[C:4]([CH3:9])[N:3]=1.C([O-])(=O)C.[Na+].[N+:15]([C:18]1[CH:27]=[CH:26][C:21](/[CH:22]=[CH:23]/[CH:24]=O)=[CH:20][CH:19]=1)([O-:17])=[O:16]>C(OC(=O)C)(=O)C>[CH3:1][C:2]1[CH:7]=[C:6]([CH3:8])[CH:5]=[C:4]([CH:9]=[CH:24][CH:23]=[CH:22][C:21]2[CH:26]=[CH:27][C:18]([N+:15]([O-:17])=[O:16])=[CH:19][CH:20]=2)[N:3]=1 |f:1.2|. Procedure: 2,4,6-Trimethylpyridine (2.24 mL, 16.9 mmol) and sodium acetate (0.92 g, 11.3 mmol) were added to a solution of trans-4-nitrocinnamaldehyde (1.0 g, 5.64 mmol) in acetic anhydride (20 mL). The reaction mixture was refluxed for 8 h, then brought to room temperature and quenched with 5% sodium bicarbonate solution (40 mL). The compound was extracted with ethyl acetate and the organic layer was washed with water, brine solution, dried over anhydrous sodium sulfate, filtered and concentrated. The cru... The reactants are C#Cc1csc(N)c1C(=O)OCC, CC#N, CC(C)NC(C)C, I[Cu]I, Ic1ccccc1, Cl[Pd]Cl, c1ccc(P(c2ccccc2)c2ccccc2)cc1, c1ccc(P(c2ccccc2)c2ccccc2)cc1. The product is CCOC(=O)c1c(C#Cc2ccccc2)csc1N. RXN SMILES: [CH2:1]([CH3:2])[O:3][C:4](=[O:5])[c:6]1[c:7]([NH2:13])[s:8][cH:9][c:10]1[C:11]#[CH:12].[CH3:28][C:29]#[N:30].[CH:21]([NH:22][CH:23]([CH3:24])[CH3:25])([CH3:26])[CH3:27].[Cu:31]([I:32])[I:33].[I:14][c:15]1[cH:16][cH:17][cH:18][cH:19][cH:20]1.[Pd:34]([Cl:35])[Cl:36].[c:37]1([P:38]([c:39]2[cH:40][cH:41][cH:42][cH:43][cH:44]2)[c:45]2[cH:46][cH:47][cH:48][cH:49][cH:50]2)[cH:51][cH:52][cH:53][cH:54][cH:55]1.[c:56]1([P:57]([c:58]2[cH:59][cH:60][cH:61][cH:62][cH:63]2)[c:64]2[cH:65][cH:66][cH:67][cH:68][cH:69]2)[cH:70][cH:71][cH:72][cH:73][cH:74]1>>[CH2:1]([CH3:2])[O:3][C:4](=[O:5])[c:6]1[c:7]([NH2:13])[s:8][cH:9][c:10]1[C:11]#[C:12][c:15]1[cH:16][cH:17][cH:18][cH:19][cH:20]1. Starting materials: C(C)(=O)NC1=NC=C(C(=C1)C1=CC(=C(O1)Br)C(=O)OCC)C (ethyl 5-(2-acetamido-5-methylpyridin-4-yl)-2-bromo-3-furoate), Cl (HCl). The solvent is CCO (EtOH), [OH-].[Na+] (NaOH). Conditions: time 2 hour. Product: C(C)(=O)NC1=NC=C(C(=C1)C1=CC(=C(O1)Br)C(=O)O)C (5-(2-acetamido-5-methylpyridin-4-yl)-2-bromo-3-furoic acid). Isolated yield 54.0%. RXN SMILES: [C:1]([NH:4][C:5]1[CH:10]=[C:9]([C:11]2[O:15][C:14]([Br:16])=[C:13]([C:17]([O:19]CC)=[O:18])[CH:12]=2)[C:8]([CH3:22])=[CH:7][N:6]=1)(=[O:3])[CH3:2].Cl>CCO.[OH-].[Na+]>[C:1]([NH:4][C:5]1[CH:10]=[C:9]([C:11]2[O:15][C:14]([Br:16])=[C:13]([C:17]([OH:19])=[O:18])[CH:12]=2)[C:8]([CH3:22])=[CH:7][N:6]=1)(=[O:3])[CH3:2] |f:3.4|. Reported procedure: A mixture of ethyl 5-(2-acetamido-5-methylpyridin-4-yl)-2-bromo-3-furoate (20 g, 54.6 mmol) in EtOH (240 mL) and 1M NaOH (80 mL) was allowed to stir at rt for 2 h. The reaction mixture was acidified with concentrated HCl to pH=3-4 and then filtered. The resulting solid was washed with water and dried to give 5-(2-acetamido-5-methylpyridin-4-yl)-2-bromo-3-furoic acid (10.0 g, 43%).